Task: describe an organic reaction: reactants, conditions, products, and yield. Dataset: the Open Reaction Database (ORD), a public repository of structured organic reaction records Starting materials: C(C)(=O)C1=CC=2C=CC3=CC=CC=C3C2C=C1 (2-acetylphenanthrene), [SH3+] (sulfonium), BrBr (bromine), Formula 3, S1CCCC1 (tetrahydrothiophene), BrBr (bromine). Reported procedure: Preparation of a sulfonium salt according to Formula 3 wherein X- is CF3SO3- and R1, R2, and S combined are tetrahydrothiophene is as follows. To a stirred solution of 5 grams (22.6 mM) of 2-acetylphenanthrene in a mixture of 30 ml of methylene chloride and 30 ml of diethyl ether cooled in an ice/acetone bath was added 3.5 grains (22 mM) of bromine dropwise over 15 minutes. The red bromine color was immediately discharged upon addition to the stirred solution. The cooling bath was removed and th... RXN SMILES: [SH3+].S1CCCC1.[C:7]([C:10]1[CH:23]=[CH:22][C:21]2[C:20]3[C:15](=[CH:16][CH:17]=[CH:18][CH:19]=3)[CH:14]=[CH:13][C:12]=2[CH:11]=1)(=[O:9])[CH3:8].[Br:24]Br>C(Cl)Cl.C(OCC)C>[Br:24][CH2:8][C:7]([C:10]1[CH:23]=[CH:22][C:21]2[C:20]3[C:15](=[CH:16][CH:17]=[CH:18][CH:19]=3)[CH:14]=[CH:13][C:12]=2[CH:11]=1)=[O:9]. Conditions: time 2 hour. Solvent: C(Cl)Cl (methylene chloride), C(C)OCC (diethyl ether). Product: BrCC(=O)C1=CC=2C=CC3=CC=CC=C3C2C=C1 (2-(bromoacetyl)-phenanthrene). Starting materials: CC(C)(C)OC(=O)N1Cc2ccc(N)cc2C1, C1CCOC1. Yields the product CN1Cc2ccc(N)cc2C1. RXN SMILES: [C:1]([O:2][C:6](=[O:3])[N:8]1[CH2:9][c:10]2[cH:11][cH:12][c:13]([NH2:17])[cH:14][c:15]2[CH2:16]1)([CH3:4])([CH3:5])[CH3:7].[O:18]1[CH2:19][CH2:20][CH2:21][CH2:22]1>>[CH3:6][N:8]1[CH2:9][c:10]2[cH:11][cH:12][c:13]([NH2:17])[cH:14][c:15]2[CH2:16]1.